Dataset: the Open Reaction Database (ORD), a public repository of structured organic reaction records. Task: describe an organic reaction: reactants, conditions, products, and yield The reactants are CCOC(C)=O, CCOC(=O)c1ccccc1OCC, CC(C)(C)[O-], CCCCCC, CS(C)=O, Cl, [K+], O. The product is CCOc1ccccc1C(=O)O. As a reaction SMILES: [C:21]([O:22][CH2:23][CH3:24])(=[O:25])[CH3:26].[CH2:1]([CH3:2])[O:3][c:4]1[c:5]([C:6](=[O:7])[O:8][CH2:9][CH3:10])[cH:11][cH:12][cH:13][cH:14]1.[CH3:15][C:16]([CH3:17])([O-:18])[CH3:19].[CH3:27][CH2:28][CH2:29][CH2:30][CH2:31][CH3:32].[CH3:34][S:35](=[O:36])[CH3:37].[ClH:33].[K+:20].[OH2:38]>>[CH2:1]([CH3:2])[O:3][c:4]1[c:5]([C:6](=[O:7])[OH:8])[cH:11][cH:12][cH:13][cH:14]1. Starting materials: carbonyl leads, N=1C(N=CC1)=S (imidazole-2-thione), CC(C=O)CC (2-methylbutanal), C(C)C(C=O)CC (racemic 2-ethylbutanal), C(C=C)Cl (Allyl chloride), [S] (sulfur), aldehyde. The product is CC(CC)C1=NC(N=C1)=S (Racemic 4-(2-butyl)imidazole-2-thione), aldehyde. Yield: 61.0%. Reaction SMILES: C(Cl)C=C.[S].[CH2:6]([CH:8]([CH2:11][CH3:12])[CH:9]=O)[CH3:7].CC(CC)C=O.[N:19]1[C:20](=[S:24])[N:21]=CC=1>>[CH3:9][CH:8]([C:11]1[CH:12]=[N:21][C:20](=[S:24])[N:19]=1)[CH2:6][CH3:7] |^3:4|. Procedure details: Allyl chloride was used for protecting the sulfur before oxidation for all of these examples. Racemic 4-(2-butyl)imidazole-2-thione 7G was prepared from racemic 2-ethylbutanal by this approach. The synthesis was repeated with optically active 2-methylbutanal to show that an aldehyde with a chiral carbon adjacent to the carbonyl leads to an enantiomerically enriched imidazole-2-thione. The chiral aldehyde was obtained in 61% yield by oxidizing (S)-(−)-2-methyl-1-butanol with oxalyl chloride and D... Reactants: OC1CN(C1)C=1C=NC=C(C(=O)OC)C1 (Methyl 5-(3-hydroxyazetidin-1-yl)nicotinate), CC(=O)OI1(C=2C=CC=CC2C(=O)O1)(OC(=O)C)OC(=O)C (Dess-Martin periodinane). Run in C(Cl)Cl (DCM). Run at time 2 hour. The product is O=C1CN(C1)C=1C=NC=C(C(=O)OC)C1 (Methyl 5-(3-oxoazetidin-1-yl)nicotinate). The yield is 56.6%. As a reaction SMILES: [OH:1][CH:2]1[CH2:5][N:4]([C:6]2[CH:7]=[N:8][CH:9]=[C:10]([CH:15]=2)[C:11]([O:13][CH3:14])=[O:12])[CH2:3]1.CC(OI1(OC(C)=O)(OC(C)=O)OC(=O)C2C=CC=CC1=2)=O>C(Cl)Cl>[O:1]=[C:2]1[CH2:5][N:4]([C:6]2[CH:7]=[N:8][CH:9]=[C:10]([CH:15]=2)[C:11]([O:13][CH3:14])=[O:12])[CH2:3]1. Reported procedure: To a solution of compound 11a (250 mg, 1.20 mmol) in dry DCM (15 mL) was added Dess-Martin periodinane (1.014 g, 2.40 mmol) at 0° C. under N2 atmosphere and the solution was stirred at rt for 2 h. The resulting solution was quenched with saturated sodium bicarbonate solution and diluted with EA. The organic portion was washed with brine, dried over Na2SO4, filtered, concentrated under reduced pressure and purified by CC (DCM/MeOH=150:1) to give compound 11 (140 mg, 57%) of as a yellow solid. The reactants are [Cl-].[Na+] (sodium chloride), NC=1C=C(C=CC1OC)\C=C/C1=CC(=C(C(=C1)OC)OC)OC.C(=O)(OCC1C2=CC=CC=C2C2=CC=CC=C12)N[C@@H](CO)C(=O)N ((Z)-1-(3-Amino-4-methoxyphenyl)-2-(3,4,5-trimethoxyphenyl)-ethene Fmoc-L-serineamide), aqueous solution, 2-N, [OH-].[Na+] (sodium hydroxide). Solvent: CO (methanol), ClCCl (dichloromethane). Reaction conditions: time 24 hour. Product: NC=1C=C(C=CC1OC)\C=C/C1=CC(=C(C(=C1)OC)OC)OC.N[C@@H](CO)C(=O)N ((Z)-1-(3-Amino-4-methoxyphenyl)-2-(3,4,5-trimethoxyphenyl)-ethene L-serineamide). Isolated yield 48.1%. Reaction SMILES: [NH2:1][C:2]1[CH:3]=[C:4](/[CH:10]=[CH:11]\[C:12]2[CH:17]=[C:16]([O:18][CH3:19])[C:15]([O:20][CH3:21])=[C:14]([O:22][CH3:23])[CH:13]=2)[CH:5]=[CH:6][C:7]=1[O:8][CH3:9].C([NH:41][C@H:42]([C:45]([NH2:47])=[O:46])[CH2:43][OH:44])(OCC1C2C(=CC=CC=2)C2C1=CC=CC=2)=O.[OH-].[Na+].[Cl-].[Na+]>CO.ClCCl>[NH2:1][C:2]1[CH:3]=[C:4](/[CH:10]=[CH:11]\[C:12]2[CH:13]=[C:14]([O:22][CH3:23])[C:15]([O:20][CH3:21])=[C:16]([O:18][CH3:19])[CH:17]=2)[CH:5]=[CH:6][C:7]=1[O:8][CH3:9].[NH2:41][C@H:42]([C:45]([NH2:47])=[O:46])[CH2:43][OH:44] |f:0.1,2.3,4.5,8.9|. Procedure details: (Z)-1-(3-Amino-4-methoxyphenyl)-2-(3,4,5-trimethoxyphenyl)-ethene-Fmoc-L-serineamide (1.04 g, 1.56 mmols) was dissolved in 10 ml of methanol and 10 ml of dichloromethane, and 1.7 ml (3.4 mmols) of an aqueous solution of 2-N sodium hydroxide were added thereto. The mixture was stirred at room temperature for 24 hours. A saturated aqueous solution of sodium chloride was added thereto, and the resulting mixture was extracted three times with dichloromethane. The extract was dried over anhydrous sod... The reactants are C, CO, CCC#Cc1nc(N)c2ncn(C3OC(CO)C(O)C3O)c2n1, [Pd]. The product is CCCCc1nc(N)c2ncn(C3OC(CO)C(O)C3O)c2n1. As a reaction SMILES: [C:26].[CH3:24][OH:25].[CH:1]1([n:10]2[c:11]3[n:12][c:13]([C:20]#[C:21][CH2:22][CH3:23])[n:14][c:15]([NH2:19])[c:16]3[n:17][cH:18]2)[CH:2]([OH:3])[CH:4]([OH:5])[CH:6]([CH2:8][OH:9])[O:7]1.[Pd:27]>>[CH:1]1([n:10]2[c:11]3[n:12][c:13]([CH2:20][CH2:21][CH2:22][CH3:23])[n:14][c:15]([NH2:19])[c:16]3[n:17][cH:18]2)[CH:2]([OH:3])[CH:4]([OH:5])[CH:6]([CH2:8][OH:9])[O:7]1. Starting materials: BrCCCO (3-bromo-1-propanol), N1=CC=C(C=C1)C (4-picoline). The solvent is C(C)O (ethanol). Reaction conditions: temperature 60 celsius, time 24 hour. Yields the product [Br-].OCCC[N+]1=CC=C(C=C1)C (N-(3-hydroxypropyl)-4-picolinium bromide). Yield: 96.0%. RXN SMILES: [Br:1][CH2:2][CH2:3][CH2:4][OH:5].[N:6]1[CH:11]=[CH:10][C:9]([CH3:12])=[CH:8][CH:7]=1>C(O)C>[Br-:1].[OH:5][CH2:4][CH2:3][CH2:2][N+:6]1[CH:11]=[CH:10][C:9]([CH3:12])=[CH:8][CH:7]=1 |f:3.4|. Procedure details: Anhydrous ethanol (250 mL) was added to a two-neck, 1 L round-bottomed flask, flushed with nitrogen, followed by addition of 3-bromo-1-propanol (60.0 g, 0.4317 mol) and 4-picoline (43.8 g, 0.4701 mol). The mixture was heated with stirring at 60° C. for 24 hours under nitrogen. The reaction was stopped and the contents in flask were transferred to a one-neck round-bottomed flask. The solvent was removed under vacuum leaving the product as a viscous, dark yellow-orange liquid. The product was wash...